From a dataset of the Open Reaction Database (ORD), a public repository of structured organic reaction records. describe an organic reaction: reactants, conditions, products, and yield Reactants: ClON=CC1=CC=CC=C1 (benzaldehyde chlorooxime), C(=C)C1=C(C(=O)OC)C=CC=C1 (methyl o-vinyl-benzoate), C(C)N(C(C)C)C(C)C (ethyldiisopropylamine). Solvent: CCOCC (ether), CCOCC (ether), CCOCC (ether). Run at time 4 hour. The product is C1(=CC=CC=C1)C1=NOC(C1)C1=C(C(=O)OC)C=CC=C1 (Methyl 2-[3-Phenyl-2-Isoxazolin-5-yl]-Benzoate). The yield is 79.5%. RXN SMILES: Cl[O:2][N:3]=[CH:4][C:5]1[CH:10]=[CH:9][CH:8]=[CH:7][CH:6]=1.[CH:11]([C:13]1[CH:22]=[CH:21][CH:20]=[CH:19][C:14]=1[C:15]([O:17][CH3:18])=[O:16])=[CH2:12].C(N(C(C)C)C(C)C)C>CCOCC>[C:5]1([C:4]2[CH2:12][CH:11]([C:13]3[CH:22]=[CH:21][CH:20]=[CH:19][C:14]=3[C:15]([O:17][CH3:18])=[O:16])[O:2][N:3]=2)[CH:10]=[CH:9][CH:8]=[CH:7][CH:6]=1. Procedure details: To a stirred solution of 9.4 g (0.0604 mol) of benzaldehyde chlorooxime and 10.76 g (0.0664 mol) of methyl o-vinyl-benzoate in 100 ml of ether at 0°-5° C. was added dropwise a solution of 7.81 g (0.0604 mol) of ethyldiisopropylamine in 35 ml of ether during 30 minutes. The mixture was stirred in an ice bath for 4 hours, diluted with another 400 ml of ether, extracted three times with water, and concentrated under vacuum to a solid. This solid was washed with 200 ml of hexane. The undissolved sol... The reactants are O=C(n1ccnc1)n1ccnc1, CS(=O)(=O)CCCOc1cccc2c1ccn2-c1ccnc(NC2CCC(C(=O)O)CC2)n1, CN(C)C1CCNCC1, CN(C)C=O. Yields the product CN(C)C1CCN(C(=O)C2CCC(Nc3nccc(-n4ccc5c(OCCCS(C)(=O)=O)cccc54)n3)CC2)CC1. Reaction SMILES: [C:1]([n:2]1[cH:3][cH:4][n:5][cH:6]1)([n:7]1[cH:8][cH:9][n:10][cH:11]1)=[O:12].[CH3:13][S:14](=[O:15])(=[O:16])[CH2:17][CH2:18][CH2:19][O:20][c:21]1[c:22]2[cH:23][cH:24][n:25](-[c:30]3[n:31][c:32]([NH:36][CH:37]4[CH2:38][CH2:39][CH:40]([C:43](=[O:44])[OH:45])[CH2:41][CH2:42]4)[n:33][cH:34][cH:35]3)[c:26]2[cH:27][cH:28][cH:29]1.[CH3:46][N:47]([CH3:48])[CH:49]1[CH2:50][CH2:51][NH:52][CH2:53][CH2:54]1.[O:55]=[CH:56][N:57]([CH3:58])[CH3:59]>>[CH3:13][S:14](=[O:15])(=[O:16])[CH2:17][CH2:18][CH2:19][O:20][c:21]1[c:22]2[cH:23][cH:24][n:25](-[c:30]3[n:31][c:32]([NH:36][CH:37]4[CH2:38][CH2:39][CH:40]([C:43](=[O:45])[N:52]5[CH2:51][CH2:50][CH:49]([N:47]([CH3:46])[CH3:48])[CH2:54][CH2:53]5)[CH2:41][CH2:42]4)[n:33][cH:34][cH:35]3)[c:26]2[cH:27][cH:28][cH:29]1. Run in C(C)(=O)O (acetic acid). Reported procedure: To a stirred solution of 3-(3,4-dichlorophenyl)-8-methyl-8-azabicyclo[3.2.1]octan-3-ol (50 g, 0.17 mol) in glacial acetic acid (160 mL) at room temperature was added concentrated hydrochloric acid (50 mL). The reaction mixture was heated at reflux. The starting material was consumed after 20 minutes and the reaction mixture was poured into approximately 1.5 L of crushed ice. The resulting aqueous solution was added concentrated NH4OH (approximately 325 mL) to pH=9-10 resulting in precipitation o... Product: ClC=1C=C(C=CC1Cl)C1=CC2CCC(C1)N2C ((±)-3-(3,4-Dichlorophenyl)-8-methyl-8-azabicyclo[3.2.1]oct-2-ene). As a reaction SMILES: [Cl:1][C:2]1[CH:3]=[C:4]([C:9]2(O)[CH2:15][CH:14]3[N:16]([CH3:17])[CH:11]([CH2:12][CH2:13]3)[CH2:10]2)[CH:5]=[CH:6][C:7]=1[Cl:8].Cl>C(O)(=O)C>[Cl:1][C:2]1[CH:3]=[C:4]([C:9]2[CH2:10][CH:11]3[N:16]([CH3:17])[CH:14]([CH2:13][CH2:12]3)[CH:15]=2)[CH:5]=[CH:6][C:7]=1[Cl:8]. Reactants: ClC=1C=C(C=CC1Cl)C1(CC2CCC(C1)N2C)O (3-(3,4-dichlorophenyl)-8-methyl-8-azabicyclo[3.2.1]octan-3-ol), Cl (hydrochloric acid).